describe an organic reaction: reactants, conditions, products, and yield From a dataset of the Open Reaction Database (ORD), a public repository of structured organic reaction records. The product is C(#N)C1=CC=C(C=C1)NC(C(=O)OC)C1=CC(=C(C(=C1)CC)O)Br (methyl 2-(4-cyanophenylamino)-2-(3-bromo-5-ethyl-4-hydroxyphenyl)acetate). Run in CO (methanol). As a reaction SMILES: [Br:1][C:2]1[CH:3]=[C:4]([CH:7]=[C:8]([CH2:11][CH3:12])[C:9]=1[OH:10])[CH:5]=O.[NH2:13][C:14]1[CH:21]=[CH:20][C:17]([C:18]#[N:19])=[CH:16][CH:15]=1.S(C[N+]#[C-])(C1C=CC(C)=CC=1)(=O)=O.B(F)(F)F.C[CH2:40][O:41][CH2:42]C.[OH2:44]>CO>[C:18]([C:17]1[CH:20]=[CH:21][C:14]([NH:13][CH:5]([C:4]2[CH:7]=[C:8]([CH2:11][CH3:12])[C:9]([OH:10])=[C:2]([Br:1])[CH:3]=2)[C:40]([O:41][CH3:42])=[O:44])=[CH:15][CH:16]=1)#[N:19] |f:3.4|. The reactants are O (water), BrC=1C=C(C=O)C=C(C1O)CC (3-bromo-5-ethyl-4-hydroxybenzaldehyde), NC1=CC=C(C#N)C=C1 (4-aminobenzonitrile), S(=O)(=O)(C1=CC=C(C)C=C1)C[N+]#[C-] (tosylmethylisocyanide), B(F)(F)F.CCOCC (BF3.Et2O). Reported procedure: A solution of 3-bromo-5-ethyl-4-hydroxybenzaldehyde 2 (2.90 g, 12.6 mmol), 4-aminobenzonitrile (1.64 g, 13.9 mmol), and methanol (30 mL) was maintained at room temperature for 1 h. The solution was cooled to 0° C., and tosylmethylisocyanide (2.95 g, 15.2 mmol) and BF3.Et2O (5.70 mL, 45.4 mmol) were added sequentially. The mixture was allowed to warm to room temperature over 5 h, then water (1.13 mL, 63 mmol) was added and the mixture was stirred vigorously for 12 h. The solvent was removed under... Run at temperature 0 celsius, time 12 hour. The yield is 77.5%. Starting materials: CC(=O)NCC1CN(c2ccc3c(c2)CC(CO[Si](C)(C)C(C)(C)C)N3C=O)C(=O)O1, C1CCOC1, CCCC[N+](CCCC)(CCCC)CCCC, CCOC(C)=O, [F-]. As a reaction SMILES: [C:1]([Si:2]([CH3:3])([CH3:4])[O:6][CH2:7][CH:8]1[N:9]([CH:28]=[O:29])[c:10]2[cH:11][cH:12][c:13]([N:17]3[C:18](=[O:27])[O:19][CH:20]([CH2:22][NH:23][C:24]([CH3:25])=[O:26])[CH2:21]3)[cH:14][c:15]2[CH2:16]1)([CH3:5])([CH3:30])[CH3:31].[CH2:50]1[O:51][CH2:52][CH2:53][CH2:54]1.[CH3:33][CH2:34][CH2:35][CH2:36][N+:37]([CH2:38][CH2:39][CH2:40][CH3:41])([CH2:42][CH2:43][CH2:44][CH3:45])[CH2:46][CH2:47][CH2:48][CH3:49].[CH3:55][CH2:56][O:57][C:58]([CH3:59])=[O:60].[F-:32]>>[OH:6][CH2:7][CH:8]1[N:9]([CH:28]=[O:29])[c:10]2[cH:11][cH:12][c:13]([N:17]3[C:18](=[O:27])[O:19][CH:20]([CH2:22][NH:23][C:24]([CH3:25])=[O:26])[CH2:21]3)[cH:14][c:15]2[CH2:16]1. Yields the product CC(=O)NCC1CN(c2ccc3c(c2)CC(CO)N3C=O)C(=O)O1. Product: C1(CC1)NC(C1=CC(=C(C=C1)C)N1C(C(=NC=C1)NC1(CC1)C1=C(C=CC=C1)OC[C@@H](CNCC)O)=O)=O (N-Cyclopropyl-3-[3-{[1-(2-{[(2R)-3-(ethylamino)-2-hydroxypropyl]oxy}phenyl)cyclopropyl]amino}-2-oxopyrazin-1(2H)-yl]-4-methylbenzamide). RXN SMILES: [CH:1]1([NH:4][C:5](=[O:35])[C:6]2[CH:11]=[CH:10][C:9]([CH3:12])=[C:8]([N:13]3[CH:18]=[CH:17][N:16]=[C:15]([NH:19][C:20]4([C:23]5[CH:28]=[CH:27][CH:26]=[CH:25][C:24]=5[O:29][CH2:30][C@H:31]5[CH2:33][O:32]5)[CH2:22][CH2:21]4)[C:14]3=[O:34])[CH:7]=2)[CH2:3][CH2:2]1.[CH2:36]([NH2:38])[CH3:37]>>[CH:1]1([NH:4][C:5](=[O:35])[C:6]2[CH:11]=[CH:10][C:9]([CH3:12])=[C:8]([N:13]3[CH:18]=[CH:17][N:16]=[C:15]([NH:19][C:20]4([C:23]5[CH:28]=[CH:27][CH:26]=[CH:25][C:24]=5[O:29][CH2:30][C@H:31]([OH:32])[CH2:33][NH:38][CH2:36][CH3:37])[CH2:22][CH2:21]4)[C:14]3=[O:34])[CH:7]=2)[CH2:2][CH2:3]1. Procedure: The title compound was prepared using a similar method to that described for Example 299b from (R)-N-cyclopropyl-4-methyl-3-(3-(1-(2-(oxiran-2-ylmethoxy)phenyl)cyclopropylamino)-2-oxopyrazin-1(2H)-yl)benzamide (Example 299a) and ethylamine. Reactants: C1(CC1)NC(C1=CC(=C(C=C1)C)N1C(C(=NC=C1)NC1(CC1)C1=C(C=CC=C1)OC[C@@H]1OC1)=O)=O ((R)-N-cyclopropyl-4-methyl-3-(3-(1-(2-(oxiran-2-ylmethoxy)phenyl)cyclopropylamino)-2-oxopyrazin-1(2H)-yl)benzamide), C(C)N (ethylamine). The reactants are C(C)(C)(C)OC(NC=1C(=C2C(=NC1)N(N=C2)CC2=CC=CC=C2)C2=C(C=C(C=C2)F)C)=O ([1-benzyl-4-(4-fluoro-2-methyl-phenyl)-1H-pyrazolo[3,4-b]pyridin-5-yl]-carbamic acid tert-butyl ester), [H-].[Na+] (NaH), IC (iodomethane). Run in CN(C)C=O (DMF). Conditions: time 20 minute. The product is C(C1=CC=CC=C1)N1N=CC=2C1=NC=C(C2C2=C(C=C(C=C2)F)C)NC ([1-Benzyl-4-(4-fluoro-2-methyl-phenyl)-1H-pyrazolo[3,4-b]pyridin-5-yl]-methyl-amine). Isolated yield 107.6%. Reaction SMILES: C(O[C:6](=O)[NH:7][C:8]1[C:9]([C:24]2[CH:29]=[CH:28][C:27]([F:30])=[CH:26][C:25]=2[CH3:31])=[C:10]2[CH:16]=[N:15][N:14]([CH2:17][C:18]3[CH:23]=[CH:22][CH:21]=[CH:20][CH:19]=3)[C:11]2=[N:12][CH:13]=1)(C)(C)C.[H-].[Na+].IC>CN(C=O)C>[CH2:17]([N:14]1[C:11]2=[N:12][CH:13]=[C:8]([NH:7][CH3:6])[C:9]([C:24]3[CH:29]=[CH:28][C:27]([F:30])=[CH:26][C:25]=3[CH3:31])=[C:10]2[CH:16]=[N:15]1)[C:18]1[CH:23]=[CH:22][CH:21]=[CH:20][CH:19]=1 |f:1.2|. Reported procedure: To a solution of [1-benzyl-4-(4-fluoro-2-methyl-phenyl)-1H-pyrazolo[3,4-b]pyridin-5-yl]-carbamic acid tert-butyl ester (2.6 g, 6.01 mmol) in DMF (50 mL) at 0° C. was added NaH (0.462 g, 50% purity, 9.62 mmol). After 20 minutes, iodomethane (1.54 g, 10.8 mmol) was added and the temperature raised to RT. The reaction was quenched by addition of H2O and the product extracted with EtOAc. The combined organic phases were dried over Na2SO4, and concentrated under vacuo to give a crude intermediate whi... The reactants are crude product, COC1=CC=C(CN(C2=NC=C(C=N2)C=2C3=C(N=C(N2)N2CCOCC2)N(CC3)C3=CC(=NC=C3)N3CCC(CC3)OC3OCCCC3)CC3=CC=C(C=C3)OC)C=C1 (bis-(4-methoxy-benzyl)-(5-{2-morpholin-4-yl-7-[4-(tetrahydro-pyran-2-yloxy)-3,4,5,6-tetrahydro-2H-[1,2′]bipyridinyl-4′-yl]-6,7-dihydro-5H-pyrrolo[2,3-d]pyrimidin-4-yl}-pyrimidin-2-yl)-amine), ClC1=NC=CC(=C1)N1CCC2=C1N=C(N=C2C=2C=NC(=NC2)N(CC2=CC=C(C=C2)OC)CC2=CC=C(C=C2)OC)N2CCOCC2 ({5-[7-(2-chloro-pyridin-4-yl)-2-morpholin-4-yl-6,7-dihydro-5H-pyrrolo[2,3-d]pyrimidin-4-yl]-pyrimidin-2-yl}-bis-(4-methoxy-benzyl)-amine). The product is ClC1=CC=C(C=N1)N1CCC2=C1N=C(N=C2C=2C=NC(=NC2)N(CC2=CC=C(C=C2)OC)CC2=CC=C(C=C2)OC)N2CCOCC2 ({5-[7-(6-chloro-pyridin-3-yl)-2-morpholin-4-yl-6,7-dihydro-5H-pyrrolo[2,3-d]pyrimidin-4-yl]-pyrimidin-2-yl}-bis-(4-methoxy-benzyl)-amine), O1C(CCCC1)OC1CCNCC1 (4-[(tetrahydro-2-H-pyran-2-yl)oxy]piperidine). Reaction SMILES: [Cl:1][C:2]1[CH:7]=[C:6](N2C3N=C(N4CCOCC4)N=C(C4C=NC(N(CC5C=CC(OC)=CC=5)CC5C=CC(OC)=CC=5)=NC=4)C=3CC2)[CH:5]=[CH:4][N:3]=1.[CH3:48][O:49][C:50]1[CH:106]=[CH:105][C:53]([CH2:54][N:55]([CH2:96][C:97]2[CH:102]=[CH:101][C:100]([O:103][CH3:104])=[CH:99][CH:98]=2)[C:56]2[N:61]=[CH:60][C:59]([C:62]3[C:63]4[CH2:76][CH2:75][N:74](C5C=CN=C([N:83]6[CH2:88][CH2:87][CH:86]([O:89][CH:90]7[CH2:95][CH2:94][CH2:93][CH2:92][O:91]7)[CH2:85][CH2:84]6)C=5)[C:64]=4[N:65]=[C:66]([N:68]4[CH2:73][CH2:72][O:71][CH2:70][CH2:69]4)[N:67]=3)=[CH:58][N:57]=2)=[CH:52][CH:51]=1>>[Cl:1][C:2]1[N:3]=[CH:4][C:5]([N:74]2[C:64]3[N:65]=[C:66]([N:68]4[CH2:69][CH2:70][O:71][CH2:72][CH2:73]4)[N:67]=[C:62]([C:59]4[CH:58]=[N:57][C:56]([N:55]([CH2:54][C:53]5[CH:105]=[CH:106][C:50]([O:49][CH3:48])=[CH:51][CH:52]=5)[CH2:96][C:97]5[CH:102]=[CH:101][C:100]([O:103][CH3:104])=[CH:99][CH:98]=5)=[N:61][CH:60]=4)[C:63]=3[CH2:76][CH2:75]2)=[CH:6][CH:7]=1.[O:91]1[CH2:92][CH2:93][CH2:94][CH2:95][CH:90]1[O:89][CH:86]1[CH2:87][CH2:88][NH:83][CH2:84][CH2:85]1. Reported procedure: Using {5-[7-(2-chloro-pyridin-4-yl)-2-morpholin-4-yl-6,7-dihydro-5H-pyrrolo[2,3-d]pyrimidin-4-yl]-pyrimidin-2-yl}-bis-(4-methoxy-benzyl)-amine (200 mg, 0.307 mmol) obtained in Step A in Example 1-D-69 instead of {5-[7-(6-chloro-pyridin-3-yl)-2-morpholin-4-yl-6,7-dihydro-5H-pyrrolo[2,3-d]pyrimidin-4-yl]-pyrimidin-2-yl}-bis-(4-methoxy-benzyl)-amine, and 4-[(tetrahydro-2-H-pyran-2-yl)oxy]piperidine (86 mg, 0.46 mmol) instead of N,N,N′-trimethyl ethylenediamine, in the same manner as Example 1-D-48,... Starting materials: NC=1C(N(C(N(C1N)CC)=O)CC)=O (5,6-diamino-1,3-diethyluracil), COC=1C=C(C=CC(=O)O)C=C(C1)OC (3,5-dimethoxycinnamic acid). The product is COC=1C=C(/C=C/C2=NC=3N(C(N(C(C3N2)=O)CC)=O)CC)C=C(C1)OC ((E)-8-(3,5-Dimethoxystyryl)- 1,3-diethylxanthine). The yield is 49.0%. RXN SMILES: [NH2:1][C:2]1[C:3](=[O:14])[N:4]([CH2:12][CH3:13])[C:5](=[O:11])[N:6]([CH2:9][CH3:10])[C:7]=1[NH2:8].[CH3:15][O:16][C:17]1[CH:18]=[C:19]([CH:25]=[C:26]([O:28][CH3:29])[CH:27]=1)[CH:20]=[CH:21][C:22](O)=O>>[CH3:29][O:28][C:26]1[CH:25]=[C:19]([CH:18]=[C:17]([O:16][CH3:15])[CH:27]=1)/[CH:20]=[CH:21]/[C:22]1[NH:1][C:2]2[C:3](=[O:14])[N:4]([CH2:12][CH3:13])[C:5](=[O:11])[N:6]([CH2:9][CH3:10])[C:7]=2[N:8]=1. Procedure: Substantially the same procedure as in Example 7 was repeated using 3.00 g (15.1 mmol) of 5,6-diamino-1,3-diethyluracil and 3.48 g (16.7 mmol) of 3,5-dimethoxycinnamic acid. Then, the resultant crude crystals were recrystallized from ethanol/water to give 2.74 g (yield 49%) of Compound 130 as a white powder. Reactants: C1(=CC=CC=C1)C(C=NO)=C(Cl)C1=CC=C(C=C1)Br (2-phenyl-3-(4-bromophenyl)-3-chloro-acrylaldoxime), [OH-].[Na+] (sodium hydroxide), CC1=CC=CC=C1.S(=O)(=O)(O)Cl (p-toluene sulfochloride). Run in C1CCOC1 (THF). Reaction conditions: temperature 0 celsius, time 1 hour. Product: C1(=CC=CC=C1)C(C#N)=C(Cl)C1=CC=C(C=C1)Br (2-phenyl-3-(4-bromophenyl)-3-chloro-acrylonitrile). RXN SMILES: [C:1]1([C:7](=[C:11]([C:13]2[CH:18]=[CH:17][C:16]([Br:19])=[CH:15][CH:14]=2)[Cl:12])[CH:8]=[N:9]O)[CH:6]=[CH:5][CH:4]=[CH:3][CH:2]=1.[OH-].[Na+].CC1C=CC=CC=1.S(Cl)(O)(=O)=O>C1COCC1>[C:1]1([C:7](=[C:11]([C:13]2[CH:14]=[CH:15][C:16]([Br:19])=[CH:17][CH:18]=2)[Cl:12])[C:8]#[N:9])[CH:6]=[CH:5][CH:4]=[CH:3][CH:2]=1 |f:1.2,3.4|. Procedure: 2 g of 2-phenyl-3-(4-bromophenyl)-3-chloro-acrylaldoxime (5.9 mmoles) were suspended in 50 ml of THF. The mixture was cooled to 0° C and, successively, 5 ml of sodium hydroxide solution and 1.14 g of p-toluene-sulfochloride were added. The mixture was stirred for 1 hour at 10° C and evaporated at room temperature. The solid residue was taken up with a small amount of methylene chloride and applied onto a column with basic aluminum oxide in n-hexane. Elution was effected with petroleum ether and ...